describe an organic reaction: reactants, conditions, products, and yield From a dataset of the Open Reaction Database (ORD), a public repository of structured organic reaction records. Starting materials: CCOC(=O)C1(NS(=O)(=O)c2ccc(Oc3ccc(F)cc3)cc2)CCOCC1, CCO, [Na+], [OH-]. The product is O=C(O)C1(NS(=O)(=O)c2ccc(Oc3ccc(F)cc3)cc2)CCOCC1. Reaction SMILES: [CH2:1]([CH3:2])[O:3][C:4](=[O:5])[C:6]1([NH:12][S:13](=[O:14])(=[O:15])[c:16]2[cH:17][cH:18][c:19]([O:22][c:23]3[cH:24][cH:25][c:26]([F:29])[cH:27][cH:28]3)[cH:20][cH:21]2)[CH2:7][CH2:8][O:9][CH2:10][CH2:11]1.[CH3:32][CH2:33][OH:34].[Na+:31].[OH-:30]>>[O:3]=[C:4]([OH:5])[C:6]1([NH:12][S:13](=[O:14])(=[O:15])[c:16]2[cH:17][cH:18][c:19]([O:22][c:23]3[cH:24][cH:25][c:26]([F:29])[cH:27][cH:28]3)[cH:20][cH:21]2)[CH2:7][CH2:8][O:9][CH2:10][CH2:11]1. Starting materials: [H-].C(C(C)C)[Al+]CC(C)C (diisobutylaluminum hydride), C1(=CC=CC=C1)C (toluene), C(Cl)Cl (methylene chloride), ClC1=C(C(=O)OCC)C=CC=N1 (ethyl 2-chloronicotinate). The solvent is [Cl-].[Na+].O (brine). Conditions: time 15 minute. The product is ClC1=NC=CC=C1CO ((2-Chloropyridin-3-yl)methanol). RXN SMILES: [H-].C([Al+]CC(C)C)C(C)C.C1(C)C=CC=CC=1.C(Cl)Cl.[Cl:21][C:22]1[N:32]=[CH:31][CH:30]=[CH:29][C:23]=1[C:24](OCC)=[O:25]>[Cl-].[Na+].O>[Cl:21][C:22]1[C:23]([CH2:24][OH:25])=[CH:29][CH:30]=[CH:31][N:32]=1 |f:0.1,5.6.7|. Procedure details: At −78° C., diisobutylaluminum hydride (a 1.0M toluene solution; 4.68 ml) was added dropwise to a methylene chloride (10 ml) solution of ethyl 2-chloronicotinate (347 mg, 1.87 mmol). Thirty minutes later, the reaction mixture was ice cooled, followed by stirring for 15 minutes. After the completion of the reaction was confirmed, brine was added to the reaction mixture and the temperature of the resulting mixture was allowed to rise back to room temperature. The reaction mixture was filtered thro... Starting materials: BrC=C(C)C1=CC(=C(C=C1)OC)F (4-(1-bromoprop-1-en-2-yl)-2-fluoro-1-methoxybenzene), ClC=1C=C2C3=C(NC2=CC1)C(N(CC3)C)CC (6-chloro-1-ethyl-2-methyl-2,3,4,9-tetrahydro-1H-pyrido[3,4-b]indole), N1[C@H](C(=O)O)CCC1 (L-proline), [O-]P(=O)([O-])[O-].[K+].[K+].[K+] (K3PO4). Reagents/catalysts: [Cu]I (CuI). Solvent: CN(C)C=O (DMF). Conditions: time 10 minute. Yields the product ClC=1C=C2C3=C(N(C2=CC1)C=C(C)C1=CC(=C(C=C1)OC)F)C(N(CC3)C)CC (6-chloro-1-ethyl-9-(2-(3-fluoro-4-methoxyphenyl)prop-1-enyl)-2-methyl-2,3,4,9-tetrahydro-1H-pyrido[3,4-b]indole). Yield: 15.0%. As a reaction SMILES: [Cl:1][C:2]1[CH:3]=[C:4]2[C:8](=[CH:9][CH:10]=1)[NH:7][C:6]1[CH:11]([CH2:16][CH3:17])[N:12]([CH3:15])[CH2:13][CH2:14][C:5]2=1.N1CCC[C@H]1C(O)=O.[O-]P([O-])([O-])=O.[K+].[K+].[K+].Br[CH:35]=[C:36]([C:38]1[CH:43]=[CH:42][C:41]([O:44][CH3:45])=[C:40]([F:46])[CH:39]=1)[CH3:37]>CN(C=O)C.[Cu]I>[Cl:1][C:2]1[CH:3]=[C:4]2[C:8](=[CH:9][CH:10]=1)[N:7]([CH:35]=[C:36]([C:38]1[CH:43]=[CH:42][C:41]([O:44][CH3:45])=[C:40]([F:46])[CH:39]=1)[CH3:37])[C:6]1[CH:11]([CH2:16][CH3:17])[N:12]([CH3:15])[CH2:13][CH2:14][C:5]2=1 |f:2.3.4.5|. Procedure details: 6-chloro-1-ethyl-2-methyl-2,3,4,9-tetrahydro-1H-pyrido[3,4-b]indole (84 mg, 0.34 mmol) was dissolved in DMF (5 mL). To this solution was added CuI (6 mg, 0.034 mmol), L-proline (8 mg, 0.068 mmol), K3PO4 (145 mg, 0.68 mmol). The reaction mixture was stirred for 10 min at room temperature followed by addition of 4-(1-bromoprop-1-en-2-yl)-2-fluoro-1-methoxybenzene (100 mg, 0.408 mmol). The reaction mixture was heated at 80° C. for 18 h. Solvent was evaporated under reduced pressure, the residue was... The reactants are ON=C(C)C1=CC=C(C=C1)N1C(NCC1=O)=O (3-[4-(1-hydroxyiminoethyl)phenyl]hydantoin), [H-].[Na+] (sodium hydride), C(C=CC)Br (crotyl bromide), [H][H] (hydrogen). The solvent is C(C)OCC (diethyl ether), O (water). Conditions: time 2 hour. Yields the product C(C=CC)ON=C(C)C1=CC=C(C=C1)N1C(NCC1=O)=O (3-[4-(1-crotyloxyiminoethyl)phenyl]hydantoin). Reaction SMILES: [OH:1][N:2]=[C:3]([C:5]1[CH:10]=[CH:9][C:8]([N:11]2[C:15](=[O:16])[CH2:14][NH:13][C:12]2=[O:17])=[CH:7][CH:6]=1)[CH3:4].[H-].[Na+].[H][H].[CH2:22](Br)[CH:23]=[CH:24][CH3:25]>C(OCC)C.O>[CH2:22]([O:1][N:2]=[C:3]([C:5]1[CH:6]=[CH:7][C:8]([N:11]2[C:15](=[O:16])[CH2:14][NH:13][C:12]2=[O:17])=[CH:9][CH:10]=1)[CH3:4])[CH:23]=[CH:24][CH3:25] |f:1.2|. Procedure: A solution of 0.01 mol of 3-[4-(1-hydroxyiminoethyl)phenyl]hydantoin in diethyl ether is treated with 0.01 mol of sodium hydride. After hydrogen evolution stops, 0.011 mol of crotyl bromide is added. The reaction mixture is stirred for 2 hours. The reaction mixture is then poured into cold water, the layers are separated, and the aqueous layer is extracted with diethyl ether. The combined ether solutions are dried over MgSO4and filtered, and the solvent is removed by rotary evaporator to yield 3... Reactants: COc1cccc(-c2nc3ncc(-c4ccccc4)cc3n2Cc2ccccc2OC(C)=O)c1, CO, [Li+], C1CCOC1, [OH-], O. The product is COc1cccc(-c2nc3ncc(-c4ccccc4)cc3n2Cc2ccccc2O)c1. As a reaction SMILES: [C:1](=[O:2])([CH3:3])[O:4][c:5]1[c:6]([CH2:11][n:12]2[c:13](-[c:27]3[cH:28][c:29]([O:33][CH3:34])[cH:30][cH:31][cH:32]3)[n:14][c:15]3[n:16][cH:17][c:18](-[c:21]4[cH:22][cH:23][cH:24][cH:25][cH:26]4)[cH:19][c:20]23)[cH:7][cH:8][cH:9][cH:10]1.[CH3:38][OH:39].[Li+:35].[O:40]1[CH2:41][CH2:42][CH2:43][CH2:44]1.[OH-:36].[OH2:37]>>[OH:4][c:5]1[c:6]([CH2:11][n:12]2[c:13](-[c:27]3[cH:28][c:29]([O:33][CH3:34])[cH:30][cH:31][cH:32]3)[n:14][c:15]3[n:16][cH:17][c:18](-[c:21]4[cH:22][cH:23][cH:24][cH:25][cH:26]4)[cH:19][c:20]23)[cH:7][cH:8][cH:9][cH:10]1.